Task: describe an organic reaction: reactants, conditions, products, and yield. Dataset: the Open Reaction Database (ORD), a public repository of structured organic reaction records Reactants: C1CCNCC1, CCO, CSc1cc(NC2CC2)n2ncc(C=O)c2n1, O=C1CNC(=O)N1. The product is CSc1cc(NC2CC2)n2ncc(C=C3NC(=O)NC3=O)c2n1. As a reaction SMILES: [CH2:25]1[CH2:26][CH2:27][NH:28][CH2:29][CH2:30]1.[CH3:31][CH2:32][OH:33].[CH:1]1([NH:4][c:5]2[cH:6][c:7]([S:16][CH3:17])[n:8][c:9]3[n:10]2[n:11][cH:12][c:13]3[CH:14]=[O:15])[CH2:2][CH2:3]1.[O:18]=[C:19]1[CH2:20][NH:21][C:22](=[O:23])[NH:24]1>>[CH:1]1([NH:4][c:5]2[cH:6][c:7]([S:16][CH3:17])[n:8][c:9]3[n:10]2[n:11][cH:12][c:13]3[CH:14]=[C:20]2[C:19](=[O:18])[NH:24][C:22](=[O:23])[NH:21]2)[CH2:2][CH2:3]1. Reactants: CC1=C2[C@H](C(=O)[C@@]3([C@H](C[C@@H]4[C@]([C@H]3[C@@H]([C@@](C2(C)C)(C[C@@H]1OC(=O)[C@@H]([C@H](C=5C=CC=CC5)NC(=O)C=6C=CC=CC6)O)O)OC(=O)C=7C=CC=CC7)(CO4)OC(=O)C)O)C)OC(=O)C (taxol), NN (hydrazine), O (water), CCOCC (ether). Solvent: C(C)O (ethanol). Yields the product CC1=C2[C@H](C(=O)[C@@]3([C@H](C[C@@H]4[C@]([C@H]3[C@@H]([C@@](C2(C)C)(C[C@@H]1OC(=O)[C@@H]([C@H](C=5C=CC=CC5)NC(=O)C=6C=CC=CC6)O)O)OC(=O)C=7C=CC=CC7)(CO4)OC(=O)C)O)C)O (10-Deacetyltaxol). Isolated yield 86.2%. Reaction SMILES: [CH3:1][C:2]1[C@@H:19]([O:20][C:21]([C@H:23]([OH:40])[C@@H:24]([NH:31][C:32]([C:34]2[CH:35]=[CH:36][CH:37]=[CH:38][CH:39]=2)=[O:33])[C:25]2[CH:26]=[CH:27][CH:28]=[CH:29][CH:30]=2)=[O:22])[CH2:18][C@:14]2([OH:41])[C:15]([CH3:17])([CH3:16])[C:3]=1[C@@H:4]([O:59]C(C)=O)[C:5]([C@@:7]1([CH3:58])[C@H:12]([C@@H:13]2[O:42][C:43]([C:45]2[CH:46]=[CH:47][CH:48]=[CH:49][CH:50]=2)=[O:44])[C@:11]2([O:53][C:54]([CH3:56])=[O:55])[CH2:51][O:52][C@@H:10]2[CH2:9][C@@H:8]1[OH:57])=[O:6].NN.O.CCOCC>C(O)C>[CH3:1][C:2]1[C@@H:19]([O:20][C:21]([C@H:23]([OH:40])[C@@H:24]([NH:31][C:32]([C:34]2[CH:35]=[CH:36][CH:37]=[CH:38][CH:39]=2)=[O:33])[C:25]2[CH:26]=[CH:27][CH:28]=[CH:29][CH:30]=2)=[O:22])[CH2:18][C@:14]2([OH:41])[C:15]([CH3:16])([CH3:17])[C:3]=1[C@@H:4]([OH:59])[C:5]([C@@:7]1([CH3:58])[C@H:12]([C@@H:13]2[O:42][C:43]([C:45]2[CH:46]=[CH:47][CH:48]=[CH:49][CH:50]=2)=[O:44])[C@:11]2([O:53][C:54]([CH3:56])=[O:55])[CH2:51][O:52][C@@H:10]2[CH2:9][C@@H:8]1[OH:57])=[O:6]. Procedure: A solution of taxol (0.026 g, 0.030 mmol) and 98% hydrazine (0.035 g, 1.1 mmol) in 95% ethanol (1.0 mL) is stirred at room temperature for 2 hr. The solution is poured into water and ether, the mixture is shaken well, and the layers separated. The aqueous layer is extracted with additional ether. The combined ether extracts are dried over Na2SO4, filtered and concentrated, giving 0.021 g of the title compound: 1H NMR spectrum in CDCl3 is identical to the spectrum reported for 10-deacetyltaxol (R...